Task: describe an organic reaction: reactants, conditions, products, and yield. Dataset: the Open Reaction Database (ORD), a public repository of structured organic reaction records Reactants: C1(=CC=CC=C1)C([C@@H](C)O)=O ((R)-1-phenyl-2-hydroxypropan-1-one), NC(CO)(C)C (2-amino-2-methyl-1-propanol), CN(C)C1=CC=CC2=C1C(=CC=C2)N(C)C (Proton sponge), S(=O)(=O)(C(F)(F)F)OS(=O)(=O)C(F)(F)F (triflic anhydride). Run in C(Cl)Cl (CH2Cl2). Product: C1(=CC=CC=C1)[C@]1([C@@H](NC(CO1)(C)C)C)O ((2S,3S)-2-Phenyl-3,5,5-trimethylmorpholin-2-ol). Yield: 68.3%. As a reaction SMILES: [C:1]1([C:7](=[O:11])[C@H:8](O)[CH3:9])[CH:6]=[CH:5][CH:4]=[CH:3][CH:2]=1.CN(C1C2C(N(C)C)=CC=CC=2C=CC=1)C.S(OS(C(F)(F)F)(=O)=O)(C(F)(F)F)(=O)=O.[NH2:43][C:44]([CH3:48])([CH3:47])[CH2:45][OH:46]>C(Cl)Cl>[C:1]1([C@:7]2([OH:11])[O:46][CH2:45][C:44]([CH3:48])([CH3:47])[NH:43][C@H:8]2[CH3:9])[CH:6]=[CH:5][CH:4]=[CH:3][CH:2]=1. Procedure: Compound 4b was synthesized by a procedure similar to that described for (2S,3S)-4a using (R)-1-phenyl-2-hydroxypropan-1-one (10b, 3.49 g, 0.0233 mol), Proton sponge (5.9 g), triflic anhydride (4.2 mL, 26 mmol), and 2-amino-2-methyl-1-propanol (4.6 g, 0.052 mol) in CH2Cl2 (50 mL). After purification by chromatography on silica gel, 3.52 g (68%) of the free base 4b was isolated, and converted to 1.19 g of the hemi-D-tartrate salt, which had >99% ee: mp 112-113° C.; [α]20D +15.8° (c 1.1, CH3OH); 1...